This data is from the Open Reaction Database (ORD), a public repository of structured organic reaction records. The task is: describe an organic reaction: reactants, conditions, products, and yield Reactants: BrC1=CN(C2=NC=CC(=C21)Cl)S(=O)(=O)C2=CC=CC=C2 (3-bromo-4-chloro-1-(phenylsulfonyl)-1H-pyrrolo[2,3-b]pyridine), CN1C(N(CC1)C)=O (1,3-dimethyl-2-imidazolidinone), O (water). Reagents/catalysts: [C-]#N.[C-]#N.[Zn+2] (Zn(CN)2), C=1C=CC(=CC1)[P](C=2C=CC=CC2)(C=3C=CC=CC3)[Pd]([P](C=4C=CC=CC4)(C=5C=CC=CC5)C=6C=CC=CC6)([P](C=7C=CC=CC7)(C=8C=CC=CC8)C=9C=CC=CC9)[P](C=1C=CC=CC1)(C=1C=CC=CC1)C=1C=CC=CC1 (tetrakis(triphenylphosphine)palladium(0)). Conditions: temperature 140 celsius, time 1.5 hour. The product is ClC1=C2C(=NC=C1)N(C=C2C#N)S(=O)(=O)C2=CC=CC=C2 (4-chloro-1-(phenylsulfonyl)-1H-pyrrolo[2,3-b]pyridine-3-carbonitrile). As a reaction SMILES: Br[C:2]1[C:10]2[C:5](=[N:6][CH:7]=[CH:8][C:9]=2[Cl:11])[N:4]([S:12]([C:15]2[CH:20]=[CH:19][CH:18]=[CH:17][CH:16]=2)(=[O:14])=[O:13])[CH:3]=1.O.[CH3:22][N:23]1CCN(C)C1=O>[C-]#N.[C-]#N.[Zn+2].C1C=CC([P]([Pd]([P](C2C=CC=CC=2)(C2C=CC=CC=2)C2C=CC=CC=2)([P](C2C=CC=CC=2)(C2C=CC=CC=2)C2C=CC=CC=2)[P](C2C=CC=CC=2)(C2C=CC=CC=2)C2C=CC=CC=2)(C2C=CC=CC=2)C2C=CC=CC=2)=CC=1>[Cl:11][C:9]1[CH:8]=[CH:7][N:6]=[C:5]2[N:4]([S:12]([C:15]3[CH:20]=[CH:19][CH:18]=[CH:17][CH:16]=3)(=[O:14])=[O:13])[CH:3]=[C:2]([C:22]#[N:23])[C:10]=12 |f:3.4.5,^1:38,40,59,78|. Procedure: To the solution of 3-bromo-4-chloro-1-(phenylsulfonyl)-1H-pyrrolo[2,3-b]pyridine in 1,3-dimethyl-2-imidazolidinone was added Zn(CN)2 and tetrakis(triphenylphosphine)palladium(0) at ambient temperature. This was stirred at 140° C. for 1.5 hours. The reaction was cooled and was added water, extracted with EtOAc. The organic layer was washed with brine and was dried over MgSO4 and evaporated. Resultings were purified by silica gel column chromatography to afford 4-chloro-1-(phenylsulfonyl)-1H-pyrro... The reactants are FC1=CC=C(C=C1)COC1=C(C(=O)OC)C=C(C(=C1)C=1C=NN(C1)C)CN1CCOCC1 (methyl 2-{[(4-fluorophenyl)methyl]oxy}-4-(1-methyl-1H-pyrazol-4-yl)-5-(4-morpholinylmethyl)benzoate), [OH-].[Li+] (lithium hydroxide), C(C)(C)N(CC)C(C)C (diisopropylethylamine), NC=1C=NC=CC1 (3-aminopyridine), ON1N=NC2=C1N=CC=C2 (1-hydroxy-7-azabenzotriazole), C(CCl)Cl (EDC), Cl (hydrochloric acid). Run in O1CCCC1 (tetrahydrofuran), O (water). Reaction conditions: temperature 50 celsius, time 8 hour. Yields the product FC1=CC=C(C=C1)COC1=C(C(=O)NC=2C=NC=CC2)C=C(C(=C1)C=1C=NN(C1)C)CN1CCOCC1 (2-{[(4-Fluorophenyl)methyl]oxy}-4-(1-methyl-1H-pyrazol-4-yl)-5-(4-morpholinylmethyl)-N-3-pyridinylbenzamide). RXN SMILES: [F:1][C:2]1[CH:7]=[CH:6][C:5]([CH2:8][O:9][C:10]2[CH:19]=[C:18]([C:20]3[CH:21]=[N:22][N:23]([CH3:25])[CH:24]=3)[C:17]([CH2:26][N:27]3[CH2:32][CH2:31][O:30][CH2:29][CH2:28]3)=[CH:16][C:11]=2[C:12]([O:14]C)=O)=[CH:4][CH:3]=1.[OH-].[Li+].Cl.C(N(C(C)C)CC)(C)C.[NH2:45][C:46]1[CH:47]=[N:48][CH:49]=[CH:50][CH:51]=1.ON1C2N=CC=CC=2N=N1.C(Cl)CCl>O1CCCC1.O>[F:1][C:2]1[CH:7]=[CH:6][C:5]([CH2:8][O:9][C:10]2[CH:19]=[C:18]([C:20]3[CH:21]=[N:22][N:23]([CH3:25])[CH:24]=3)[C:17]([CH2:26][N:27]3[CH2:28][CH2:29][O:30][CH2:31][CH2:32]3)=[CH:16][C:11]=2[C:12]([NH:45][C:46]2[CH:47]=[N:48][CH:49]=[CH:50][CH:51]=2)=[O:14])=[CH:4][CH:3]=1 |f:1.2|. Reported procedure: To a solution of methyl 2-{[(4-fluorophenyl)methyl]oxy}-4-(1-methyl-1H-pyrazol-4-yl)-5-(4-morpholinylmethyl)benzoate (may be prepared as described in Description 18; 155 mg, 0.353 mmol) in tetrahydrofuran (4 ml) was added lithium hydroxide (31 mg, 1.29 mmol) followed by water (1 ml). The mixture was heated at 50° C. for one hour. 2M hydrochloric acid (0.79 ml, 1.59 mmol) was added and the solvent removed in vacuo. The residue was redissolved in N,N-dimethylformamide (4 ml) and diisopropylethylam... The reactants are ClC1=C(C(=NS1)Cl)Cl (Trichloroisothiazole), FC(S(=O)(=O)OCCCCCCCC)(F)F (n-octyl trifluoromethane sulfonate). Solvent: CCOCC (ether). The product is FC(S(=O)(=O)[O-])(F)F.C(CCCCCCC)[N+]=1SC(=C(C1Cl)Cl)Cl (2-Octyl-3,4,5-trichloroisothiazolium trifluoromethane sulfonate). Isolated yield 31.0%. Reaction SMILES: [Cl:1][C:2]1[S:6][N:5]=[C:4]([Cl:7])[C:3]=1[Cl:8].[F:9][C:10]([F:24])([F:23])[S:11]([O:14][CH2:15][CH2:16][CH2:17][CH2:18][CH2:19][CH2:20][CH2:21][CH3:22])(=[O:13])=[O:12]>CCOCC>[F:9][C:10]([F:24])([F:23])[S:11]([O-:14])(=[O:13])=[O:12].[CH2:15]([N+:5]1[S:6][C:2]([Cl:1])=[C:3]([Cl:8])[C:4]=1[Cl:7])[CH2:16][CH2:17][CH2:18][CH2:19][CH2:20][CH2:21][CH3:22] |f:3.4|. Procedure details: Trichloroisothiazole (6.6 g, 0.035 mol) and n-octyl trifluoromethane sulfonate (7.5 g, 0.0286 ml) were heated at 110° for 2 hrs. After cooling, 150 ml of ether was added and solution cooled in a dry ice/acetone bath. The ether was decanted and the brown oil dried to yield 4.0 g (31%) of product. Spectral data (NMR and IR) were consistent with the assigned structure. Reactants: CCS(=O)(=O)Cl, ClCCl, CCOCC, CN(C)c1ccncc1, Nc1ccc(Oc2ccc(F)cc2F)cc1. The product is CCS(=O)(=O)Nc1ccc(Oc2ccc(F)cc2F)cc1. As a reaction SMILES: [CH2:1]([CH3:2])[S:3](=[O:4])(=[O:5])[Cl:6].[CH2:37]([Cl:38])[Cl:39].[CH3:23][CH2:24][O:25][CH2:26][CH3:27].[CH3:28][N:29]([CH3:30])[c:31]1[cH:32][cH:33][n:34][cH:35][cH:36]1.[F:7][c:8]1[c:9]([O:10][c:11]2[cH:12][cH:13][c:14]([NH2:15])[cH:16][cH:17]2)[cH:18][cH:19][c:20]([F:22])[cH:21]1>>[CH2:1]([CH3:2])[S:3](=[O:4])(=[O:5])[NH:15][c:14]1[cH:13][cH:12][c:11]([O:10][c:9]2[c:8]([F:7])[cH:21][c:20]([F:22])[cH:19][cH:18]2)[cH:17][cH:16]1. Reactants: C(C1=CC=CC=C1)(=O)C1=C(C=C(N1C)CC(=O)OCC)C (ethyl 5-benzoyl-1,4-dimethylpyrrole-2-acetate), ClC1=CC=C(C(=O)C2=C(C=C(N2C)CC(=O)OCC)C)C=C1 (ethyl 5-(p-chlorobenzoyl)-1,4-dimethylpyrrole-2-acetate). Product: C(C1=CC=CC=C1)(=O)C1=C(C=C(N1C)C(C(=O)OCC)C)C (ethyl 5-benzoyl-1,4,α-trimethylpyrrole-2-acetate). Reaction SMILES: [C:1]([C:9]1[N:13]([CH3:14])[C:12]([CH2:15][C:16]([O:18][CH2:19][CH3:20])=[O:17])=[CH:11][C:10]=1[CH3:21])(=[O:8])[C:2]1[CH:7]=[CH:6][CH:5]=[CH:4][CH:3]=1.Cl[C:23]1C=CC(C(C2N(C)C(CC(OCC)=O)=CC=2C)=O)=CC=1>>[C:1]([C:9]1[N:13]([CH3:14])[C:12]([CH:15]([CH3:23])[C:16]([O:18][CH2:19][CH3:20])=[O:17])=[CH:11][C:10]=1[CH3:21])(=[O:8])[C:2]1[CH:3]=[CH:4][CH:5]=[CH:6][CH:7]=1. Reported procedure: The methylation procedure of Example 77A is repeated, except that an equivalent quantity of ethyl 5-benzoyl-1,4-dimethylpyrrole-2-acetate (from Example 86) is methylated instead of the ethyl 5-(p-chlorobenzoyl)-1,4-dimethylpyrrole-2-acetate used in Example 77A, to yield ethyl 5-benzoyl-1,4,α-trimethylpyrrole-2-acetate.